Dataset: the Open Reaction Database (ORD), a public repository of structured organic reaction records. Task: describe an organic reaction: reactants, conditions, products, and yield The reactants are C[O-], CO, CSCC(Nc1cc(F)ccc1[N+](=O)[O-])C(=O)O, [Na+]. The product is COc1ccc([N+](=O)[O-])c(NC(CSC)C(=O)O)c1. Reaction SMILES: [CH3:19][O-:20].[CH3:22][OH:23].[F:1][c:2]1[cH:3][cH:4][c:5]([N+:16](=[O:17])[O-:18])[c:6]([NH:8][CH:9]([CH2:10][S:11][CH3:12])[C:13](=[O:14])[OH:15])[cH:7]1.[Na+:21]>>[c:2]1([O:20][CH3:19])[cH:3][cH:4][c:5]([N+:16](=[O:17])[O-:18])[c:6]([NH:8][CH:9]([CH2:10][S:11][CH3:12])[C:13](=[O:14])[OH:15])[cH:7]1. Starting materials: BrC=1C(=C(C=CC1)CN(C(OC(C)(C)C)=O)CCO)O (1,1-dimethylethyl [(3-bromo-2-hydroxyphenyl)methyl](2-hydroxyethyl)carbamate), C1(=CC=CC=C1)P(C1=CC=CC=C1)C1=CC=CC=C1 (triphenylphosphine), N(=NC(=O)OC(C)C)C(=O)OC(C)C (Diisopropyl azodicarboxylate). Run in O1CCCC1 (tetrahydrofuran). Run at temperature 0 celsius, time 1 hour. The product is BrC1=CC=CC=2CN(CCOC21)C(=O)OC(C)(C)C (1,1-Dimethylethyl 9-bromo-2,3-dihydro-1,4-benzoxazepine-4(5H)-carboxylate). The yield is 60.6%. Reaction SMILES: [Br:1][C:2]1[C:3]([OH:20])=[C:4]([CH2:8][N:9]([CH2:17][CH2:18]O)[C:10](=[O:16])[O:11][C:12]([CH3:15])([CH3:14])[CH3:13])[CH:5]=[CH:6][CH:7]=1.C1(P(C2C=CC=CC=2)C2C=CC=CC=2)C=CC=CC=1.N(C(OC(C)C)=O)=NC(OC(C)C)=O>O1CCCC1>[Br:1][C:2]1[C:3]2[O:20][CH2:18][CH2:17][N:9]([C:10]([O:11][C:12]([CH3:13])([CH3:14])[CH3:15])=[O:16])[CH2:8][C:4]=2[CH:5]=[CH:6][CH:7]=1. Procedure: A mixture of 1,1-dimethylethyl [(3-bromo-2-hydroxyphenyl)methyl](2-hydroxyethyl)carbamate (Preparation 100) (2.35 g, 6.79 mmol) and triphenylphosphine (1.96 g, 7.47 mmol) in tetrahydrofuran (40 ml) under nitrogen was cooled to 0° C. Diisopropyl azodicarboxylate (DIAD) (1.47 ml, 7.47 mmol) was added dropwise and the resulting mixture stirred for 1 h then concentrated in vacuo. The solvent was removed and the material washed twice with brine, dried (magnesium sulphate) then concentrated in vacuo. ...